This data is from the Open Reaction Database (ORD), a public repository of structured organic reaction records. The task is: describe an organic reaction: reactants, conditions, products, and yield Reactants: C(C)(C)(C)OC(=O)N1CCN(CCC1)C1=NC2=C(N1)C=CC=C2 (1-t-butoxycarbonyl-4-(1H-benzimidazol-2-yl)[1,4]diazepane), [H-].[Na+] (sodium hydride), C(CCCC)Br (pentyl bromide). Solvent: CN(C=O)C (dimethylformamide), ClCCl (dichloromethane). Run at temperature 80 celsius, time 30 minute. Product: C(C)(C)(C)OC(=O)N1CCN(CCC1)C1=NC2=C(N1CCCCC)C=CC=C2 (1-t-butoxycarbonyl-4-(1-pentyl-1H-benzimidazol-2-yl)[1,4]diazepane). As a reaction SMILES: [C:1]([O:5][C:6]([N:8]1[CH2:14][CH2:13][CH2:12][N:11]([C:15]2[NH:19][C:18]3[CH:20]=[CH:21][CH:22]=[CH:23][C:17]=3[N:16]=2)[CH2:10][CH2:9]1)=[O:7])([CH3:4])([CH3:3])[CH3:2].[H-].[Na+].[CH2:26](Br)[CH2:27][CH2:28][CH2:29][CH3:30]>CN(C)C=O.ClCCl>[C:1]([O:5][C:6]([N:8]1[CH2:14][CH2:13][CH2:12][N:11]([C:15]2[N:16]([CH2:26][CH2:27][CH2:28][CH2:29][CH3:30])[C:17]3[CH:23]=[CH:22][CH:21]=[CH:20][C:18]=3[N:19]=2)[CH2:10][CH2:9]1)=[O:7])([CH3:4])([CH3:2])[CH3:3] |f:1.2|. Procedure: Combine 1-t-butoxycarbonyl-4-(1H-benzimidazol-2-yl)[1,4]diazepane (0.8 g, 2.5 mmol) in dimethylformamide (10 mL). Add sodium hydride (0.13 g, 60% in oil, 3.25 mmol) portionwise. After about 30 minutes, when the gas evolution ceases, add pentyl bromide (0.34 mL, 2.74 mmol). Heat to 80° C. After 18 hours, cool the reaction mixture and dilute with dichloromethane (150 mL) and extract with brine. Dry the organic layer over MgSO4, filter, and evaporate in vacuo to give 1-t-butoxycarbonyl-4-(1-pentyl-...